From a dataset of the Open Reaction Database (ORD), a public repository of structured organic reaction records. describe an organic reaction: reactants, conditions, products, and yield Reaction SMILES: [Cl:1][c:2]1[cH:3][c:4]2[cH:5][c:6]([C:11](=[O:12])[NH:13][CH:14]3[CH2:15][CH:16]([C:33](=[O:34])[O:35][CH3:36])[CH2:17][CH2:18][CH:19]3[NH:20][C:21](=[O:22])[c:23]3[s:24][c:25]4[c:30]([n:31]3)[CH2:29][CH2:28][N:27]([CH3:32])[CH2:26]4)[nH:7][c:8]2[cH:9][cH:10]1.[Li+:37].[O:40]1[CH2:41][CH2:42][CH2:43][CH2:44]1.[OH-:38].[OH2:39]>>[Cl:1][c:2]1[cH:3][c:4]2[cH:5][c:6]([C:11](=[O:12])[NH:13][CH:14]3[CH2:15][CH:16]([C:33](=[O:34])[O-:35])[CH2:17][CH2:18][CH:19]3[NH:20][C:21](=[O:22])[c:23]3[s:24][c:25]4[c:30]([n:31]3)[CH2:29][CH2:28][N:27]([CH3:32])[CH2:26]4)[nH:7][c:8]2[cH:9][cH:10]1.[Li+:37]. Yields the product CN1CCc2nc(C(=O)NC3CCC(C(=O)[O-])CC3NC(=O)c3cc4cc(Cl)ccc4[nH]3)sc2C1, [Li+]. The reactants are COC(=O)C1CCC(NC(=O)c2nc3c(s2)CN(C)CC3)C(NC(=O)c2cc3cc(Cl)ccc3[nH]2)C1, [Li+], C1CCOC1, [OH-], O. Starting materials: C(CCCCCCCCCCCCCC)C=1C=C(C=CC1)O (3-pentadecylphenol), C=O (paraformaldehyde), Cl (hydrochloric acid). Run in CO (methanol), O (water). The product is OCC1=C(C=C(C=C1)CCCCCCCCCCCCCCC)O (2-hydroxymethyl-5-pentadecylphenol). Isolated yield 19.4%. As a reaction SMILES: [CH2:1]([C:16]1[CH:17]=[C:18]([OH:22])[CH:19]=[CH:20][CH:21]=1)[CH2:2][CH2:3][CH2:4][CH2:5][CH2:6][CH2:7][CH2:8][CH2:9][CH2:10][CH2:11][CH2:12][CH2:13][CH2:14][CH3:15].[CH2:23]=[O:24].Cl>O.CO>[OH:24][CH2:23][C:19]1[CH:20]=[CH:21][C:16]([CH2:1][CH2:2][CH2:3][CH2:4][CH2:5][CH2:6][CH2:7][CH2:8][CH2:9][CH2:10][CH2:11][CH2:12][CH2:13][CH2:14][CH3:15])=[CH:17][C:18]=1[OH:22]. Procedure details: (2 1) 150 g of 3-pentadecylphenol and 17.7 g of paraformaldehyde were dispersed in 300 ml of water and 150 ml of methanol, and the dispersion was stirred at 50° C. for 12 hours. The reaction mixture was neutralized with concentrated hydrochloric acid and extracted with ethyl acetate. The extract was dried over anhydrous sodium sulfate and concentrated under reduced pressure. 300 ml of hexane were added to the residue to precipitate a crystal. The crystal was recovered by filtration and dried to ... The reactants are COC(=O)C1=C(C=NC=C1)C=1CCN(CC1)C(=O)OC(C)(C)C (3′,6′-dihydro-2′H-[3,4′]bipyridinyl-4,1′-dicarboxylic acid 1′-t-butyl ester 4-methyl ester). The reagents and catalysts are [OH-].[OH-].[Pd+2] (Pd(OH)2/C). The solvent is CCOC(=O)C (EtOAc). The product is COC(=O)C1=C(C=NC=C1)C1CCN(CC1)C(=O)OC(C)(C)C (3′,4′,5′,6′-tetrahydro-2′H-[3,4′]bipyridinyl-4,1′-dicarboxylic acid 1′-t-butyl ester 4-methyl ester). The yield is 62.4%. RXN SMILES: [CH3:1][O:2][C:3]([C:5]1[CH:10]=[CH:9][N:8]=[CH:7][C:6]=1[C:11]1[CH2:12][CH2:13][N:14]([C:17]([O:19][C:20]([CH3:23])([CH3:22])[CH3:21])=[O:18])[CH2:15][CH:16]=1)=[O:4]>CCOC(C)=O.[OH-].[OH-].[Pd+2]>[CH3:1][O:2][C:3]([C:5]1[CH:10]=[CH:9][N:8]=[CH:7][C:6]=1[CH:11]1[CH2:12][CH2:13][N:14]([C:17]([O:19][C:20]([CH3:23])([CH3:22])[CH3:21])=[O:18])[CH2:15][CH2:16]1)=[O:4] |f:2.3.4|. Reported procedure: Pd(OH)2/C (0.4 g) was added to a solution of 3′,6′-dihydro-2′H-[3,4′]bipyridinyl-4,1′-dicarboxylic acid 1′-t-butyl ester 4-methyl ester (500 mg, 1.2 mmol, 1.0 eq.) in EtOAc (15 mL), maintained under hydrogen at 1 atm. The resulting solution was stirred over night at room temperature. The solids were filtered. The resulting mixture was concentrated under vacuum. The residue was applied onto a silica gel column and eluted with EtOAc/PE (1:3) to yield 3′,4′,5′,6′-tetrahydro-2′H-[3,4′]bipyridinyl-4,... The reactants are COCCO[Al+]OCCOC, CC1(C)Cc2cc(O)c(Cl)c(Cl)c2C1=O, [H-], [H-], [Na+], C1CCOC1. The product is CC1(C)Cc2cc(O)c(Cl)c(Cl)c2C1O. RXN SMILES: [CH3:17][O:18][CH2:19][CH2:20][O:21][Al+:22][O:23][CH2:24][CH2:25][O:26][CH3:27].[CH3:1][C:2]1([CH3:15])[C:3](=[O:14])[c:4]2[c:5]([Cl:13])[c:6]([Cl:12])[c:7]([OH:11])[cH:8][c:9]2[CH2:10]1.[H-:16].[H-:29].[Na+:28].[O:30]1[CH2:31][CH2:32][CH2:33][CH2:34]1>>[CH3:1][C:2]1([CH3:15])[CH:3]([OH:14])[c:4]2[c:5]([Cl:13])[c:6]([Cl:12])[c:7]([OH:11])[cH:8][c:9]2[CH2:10]1. Reactants: CCOCC, O=C(O)CN(CCN(CC(=O)O)CC(=O)O)CC(=O)O, CCCCCCCCCCCCCCCCOP(=O)(O)OCC[N+](C)(C)C, CC(=O)[O-], ClC(Cl)Cl, [Ca+2], [Cl-], [Cl-], NC(CO)C(=O)O. Yields the product CCCCCCCCCCCCCCCCOP(=O)(O)OCC(N)C(=O)O. RXN SMILES: [CH2:39]([O:40][CH2:41][CH3:42])[CH3:43].[CH2:44]([N:45]([CH2:46][C:47]([OH:48])=[O:49])[CH2:50][C:51]([OH:52])=[O:53])[CH2:54][N:55]([CH2:56][C:57]([OH:58])=[O:59])[CH2:60][C:61]([OH:62])=[O:63].[CH2:8]([CH2:9][CH2:10][CH2:11][CH2:12][CH2:13][CH2:14][CH2:15][CH2:16][CH2:17][CH2:18][CH2:19][CH2:20][CH2:21][CH2:22][CH3:23])[O:24][P:25](=[O:26])([OH:27])[O:28][CH2:29][CH2:30][N+:31]([CH3:32])([CH3:33])[CH3:34].[CH3:64][C:65](=[O:66])[O-:67].[CH:35]([Cl:36])([Cl:37])[Cl:38].[Ca+2:69].[Cl-:68].[Cl-:70].[NH2:1][CH:2]([CH2:3][OH:4])[C:5]([OH:6])=[O:7]>>[NH2:1][CH:2]([CH2:3][O:4][P:25]([O:24][CH2:8][CH2:9][CH2:10][CH2:11][CH2:12][CH2:13][CH2:14][CH2:15][CH2:16][CH2:17][CH2:18][CH2:19][CH2:20][CH2:21][CH2:22][CH3:23])(=[O:26])[OH:27])[C:5]([OH:6])=[O:7]. Reactants: CC(C)c1cccc2c1oc(=O)n2CCCBr, CCCCC1CCNCC1. The product is CCCCC1CCN(CCCn2c(=O)oc3c(C(C)C)cccc32)CC1. Reaction SMILES: [Br:1][CH2:2][CH2:3][CH2:4][n:5]1[c:6](=[O:17])[o:7][c:8]2[c:9]1[cH:10][cH:11][cH:12][c:13]2[CH:14]([CH3:15])[CH3:16].[CH2:18]([CH2:19][CH2:20][CH3:21])[CH:22]1[CH2:23][CH2:24][NH:25][CH2:26][CH2:27]1>>[CH2:2]([CH2:3][CH2:4][n:5]1[c:6](=[O:17])[o:7][c:8]2[c:9]1[cH:10][cH:11][cH:12][c:13]2[CH:14]([CH3:15])[CH3:16])[N:25]1[CH2:24][CH2:23][CH:22]([CH2:18][CH2:19][CH2:20][CH3:21])[CH2:27][CH2:26]1. The reactants are CC(=O)OC(C)=O, O=CO, O=C(NCCNO)c1cc(Cl)cc(Cl)c1Cl, c1ccncc1. Product: O=CN(O)CCNC(=O)c1cc(Cl)cc(Cl)c1Cl. As a reaction SMILES: [CH3:1][C:2]([O:3][C:4](=[O:5])[CH3:6])=[O:7].[CH:8](=[O:9])[OH:10].[Cl:11][c:12]1[c:13]([C:14](=[O:15])[NH:16][CH2:17][CH2:18][NH:19][OH:20])[cH:21][c:22]([Cl:26])[cH:23][c:24]1[Cl:25].[cH:27]1[cH:28][cH:29][n:30][cH:31][cH:32]1>>[CH:8](=[O:10])[N:19]([CH2:18][CH2:17][NH:16][C:14]([c:13]1[c:12]([Cl:11])[c:24]([Cl:25])[cH:23][c:22]([Cl:26])[cH:21]1)=[O:15])[OH:20]. Reactants: C1CCOC1, COC(=O)CC(C)NC(=O)c1ccc(OC(CCC(C)(C)C)c2ccc(-c3ccc(C(F)(F)F)cc3)nc2)cc1, Cl, [Na+], [OH-]. Yields the product CC(CC(=O)O)NC(=O)c1ccc(OC(CCC(C)(C)C)c2ccc(-c3ccc(C(F)(F)F)cc3)nc2)cc1. RXN SMILES: [CH2:44]1[O:45][CH2:46][CH2:47][CH2:48]1.[CH3:1][O:2][C:3]([CH2:4][CH:5]([CH3:6])[NH:7][C:8]([c:9]1[cH:10][cH:11][c:12]([O:15][CH:16]([CH2:17][CH2:18][C:19]([CH3:20])([CH3:21])[CH3:22])[c:23]2[cH:24][n:25][c:26](-[c:29]3[cH:30][cH:31][c:32]([C:35]([F:36])([F:37])[F:38])[cH:33][cH:34]3)[cH:27][cH:28]2)[cH:13][cH:14]1)=[O:39])=[O:40].[ClH:43].[Na+:42].[OH-:41]>>[O:2]=[C:3]([CH2:4][CH:5]([CH3:6])[NH:7][C:8]([c:9]1[cH:10][cH:11][c:12]([O:15][CH:16]([CH2:17][CH2:18][C:19]([CH3:20])([CH3:21])[CH3:22])[c:23]2[cH:24][n:25][c:26](-[c:29]3[cH:30][cH:31][c:32]([C:35]([F:36])([F:37])[F:38])[cH:33][cH:34]3)[cH:27][cH:28]2)[cH:13][cH:14]1)=[O:39])[OH:40]. Starting materials: FC=1C=C(CCNC2=C(C(=O)NCC=3C(=NC=CC3)CNC(OC(C)(C)C)=O)C=CC(=N2)C=2C=NNC2)C=CC1 (tert-butyl (3-((2-(3-fluorophenethylamino)-6-(1H-pyrazol-4-yl)nicotinamido)methyl)pyridin-2-yl)methylcarbamate), Cl (HCl). Run in CO (methanol), O1CCOCC1 (1,4-dioxane). Run at time 2 hour. The product is CO.NCC1=NC=CC=C1CNC(C1=C(N=C(C=C1)C=1C=NNC1)NCCC1=CC(=CC=C1)F)=O (N-((2-(aminomethyl)pyridin-3-yl)methyl)-2-(3-fluorophenethylamino)-6-(1H-pyrazol-4-yl)nicotinamide compound with methanol). The yield is 179.7%. RXN SMILES: [F:1][C:2]1[CH:3]=[C:4]([CH:38]=[CH:39][CH:40]=1)[CH2:5][CH2:6][NH:7][C:8]1[N:32]=[C:31]([C:33]2[CH:34]=[N:35][NH:36][CH:37]=2)[CH:30]=[CH:29][C:9]=1[C:10]([NH:12][CH2:13][C:14]1[C:15]([CH2:20][NH:21]C(=O)OC(C)(C)C)=[N:16][CH:17]=[CH:18][CH:19]=1)=[O:11].Cl>CO.O1CCOCC1>[CH3:10][OH:11].[NH2:21][CH2:20][C:15]1[C:14]([CH2:13][NH:12][C:10](=[O:11])[C:9]2[CH:29]=[CH:30][C:31]([C:33]3[CH:34]=[N:35][NH:36][CH:37]=3)=[N:32][C:8]=2[NH:7][CH2:6][CH2:5][C:4]2[CH:38]=[CH:39][CH:40]=[C:2]([F:1])[CH:3]=2)=[CH:19][CH:18]=[CH:17][N:16]=1 |f:4.5|. Reported procedure: To a solution of tert-butyl (3-((2-(3-fluorophenethylamino)-6-(1H-pyrazol-4-yl)nicotinamido)methyl)pyridin-2-yl)methylcarbamate (737 mg, 1.27 mmol) in methanol (6 mL) at 0° C. was added a solution of 4M HCl in 1,4-dioxane (3 mL). The mixture was warmed to room temperature and stirred for 2 hrs. Concentration of the mixture followed by the purification on RP-HPLC using a mixture of acetonitrile and H2O gave N-((2-(aminomethyl)pyridin-3-yl)methyl)-2-(3-fluorophenethylamino)-6-(1H-pyrazol-4-yl)nico...